From a dataset of the Open Reaction Database (ORD), a public repository of structured organic reaction records. describe an organic reaction: reactants, conditions, products, and yield The reactants are COCCN1CCc2ccc(N)cc2CC1, CC(C)O, CNC(=O)c1cc(C)ccc1Nc1nc(Cl)ncc1Cl, Cl, C1COCCO1. Product: CNC(=O)c1cc(C)ccc1Nc1nc(Nc2ccc3c(c2)CCN(CCOC)CC3)ncc1Cl. As a reaction SMILES: [CH3:1][O:2][CH2:3][CH2:4][N:5]1[CH2:6][CH2:7][c:8]2[c:9]([cH:12][c:13]([NH2:16])[cH:14][cH:15]2)[CH2:10][CH2:11]1.[CH:44]([OH:45])([CH3:46])[CH3:47].[Cl:17][c:18]1[n:19][cH:20][c:21]([Cl:36])[c:22]([NH:24][c:25]2[c:26]([C:27](=[O:28])[NH:29][CH3:30])[cH:31][c:32]([CH3:35])[cH:33][cH:34]2)[n:23]1.[ClH:37].[O:38]1[CH2:39][CH2:40][O:41][CH2:42][CH2:43]1>>[CH3:1][O:2][CH2:3][CH2:4][N:5]1[CH2:6][CH2:7][c:8]2[c:9]([cH:12][c:13]([NH:16][c:18]3[n:19][cH:20][c:21]([Cl:36])[c:22]([NH:24][c:25]4[c:26]([C:27](=[O:28])[NH:29][CH3:30])[cH:31][c:32]([CH3:35])[cH:33][cH:34]4)[n:23]3)[cH:14][cH:15]2)[CH2:10][CH2:11]1. Reactants: N#Cc1ccc(C2CCC(CC=O)CC2)cc1, COC[P+](c1ccccc1)(c1ccccc1)c1ccccc1, COC(C)(C)C, [Cl-], C1CCOC1. Yields the product COC=CCC1CCC(c2ccc(C#N)cc2)CC1. RXN SMILES: [C:24](#[N:25])[c:26]1[cH:27][cH:28][c:29]([CH:32]2[CH2:33][CH2:34][CH:35]([CH2:38][CH:39]=[O:40])[CH2:36][CH2:37]2)[cH:30][cH:31]1.[CH3:2][O:3][CH2:4][P+:5]([c:6]1[cH:7][cH:8][cH:9][cH:10][cH:11]1)([c:12]1[cH:13][cH:14][cH:15][cH:16][cH:17]1)[c:18]1[cH:19][cH:20][cH:21][cH:22][cH:23]1.[CH3:41][O:42][C:43]([CH3:44])([CH3:45])[CH3:46].[Cl-:1].[O:47]1[CH2:48][CH2:49][CH2:50][CH2:51]1>>[CH3:2][O:3][CH:4]=[CH:39][CH2:38][CH:35]1[CH2:34][CH2:33][CH:32]([c:29]2[cH:28][cH:27][c:26]([C:24]#[N:25])[cH:31][cH:30]2)[CH2:37][CH2:36]1. The reactants are C(C)(C)N1C2=CC=CC=C2C=2C=C(C=CC12)[N+](=O)[O-] (9-Isopropyl-3-nitro-9H-carbazole). The reagents and catalysts are [Pd] (Pd-C). Run in CCO (EtOH). Run at time 3 hour. The product is C(C)(C)N1C2=CC=CC=C2C=2C=C(C=CC12)N (9-Isopropyl-3-amino-9H-carbazole). Isolated yield 98.4%. As a reaction SMILES: [CH:1]([N:4]1[C:16]2[CH:15]=[CH:14][C:13]([N+:17]([O-])=O)=[CH:12][C:11]=2[C:10]2[C:5]1=[CH:6][CH:7]=[CH:8][CH:9]=2)([CH3:3])[CH3:2]>CCO.[Pd]>[CH:1]([N:4]1[C:16]2[CH:15]=[CH:14][C:13]([NH2:17])=[CH:12][C:11]=2[C:10]2[C:5]1=[CH:6][CH:7]=[CH:8][CH:9]=2)([CH3:3])[CH3:2]. Reported procedure: To a solution of 9-Isopropyl-3-nitro-9H-carbazole(1.5 g, 5.89 mmol) in EtOH (100 ml) was added 10% Pd-C (150 mg) and the reaction mixture was hydrogenated with a Parr hydrogenation apparatus at 45 psi H2 pressure for 3 hours. The reaction mixture was filtered and the filtrate concentrated in vacuo to afford the desired product as a solid (1.3 g, 87%). Reactants: [N+](=O)([O-])C1=CC(=CS1)C(=O)O (5-nitro-thiophene-3-carboxylic acid), C(C(=O)Cl)(=O)Cl (oxalyl chloride). The solvent is ClCCl (dichloromethane). Reaction conditions: time 30 minute. The product is [N+](=O)([O-])C1=CC(=CS1)C(=O)Cl (5-nitro-thiophene-3-carbonyl chloride). RXN SMILES: [N+:1]([C:4]1[S:8][CH:7]=[C:6]([C:9]([OH:11])=O)[CH:5]=1)([O-:3])=[O:2].C(Cl)(=O)C([Cl:15])=O>ClCCl>[N+:1]([C:4]1[S:8][CH:7]=[C:6]([C:9]([Cl:15])=[O:11])[CH:5]=1)([O-:3])=[O:2]. Reported procedure: To a suspension of 5-nitro-thiophene-3-carboxylic acid (5.0 g, 29 mmol) in dichloromethane (60 ml) was added oxalyl chloride (2.93 ml, 35 mmol) at room temperature. The mixture was stirred for 30 minutes at room temperature then for 30 minutes at 50° C. The solvent was evaporated and the residue suspended in tetrahydrofuran (30 ml). The solution was used without purification in the next step. Yields the product ClC1=C(C(=NN1C)C(F)(F)F)CSC1=NOC(C1)(C)CCl (3-(5-chloro-1-methyl-3-trifluoromethyl-1H-pyrazol-4-ylmethylthio)-5-chloromethyl-5-methyl-2-isoxazoline). Reported procedure: 1.2 g (15.0 mmoles) of sodium hydrosulfide hydrate (purity: 70%) was added into a solution of 2.1 g (10.0 mmoles) of 5-chloromethyl-5-methyl-3-methylsulfonyl-2-isoxazoline dissolved in 20 ml of N,N-dimethylformamide. The mixture was stirred for 2 hours. Then, there were added 2.1 g (15.0 mmoles) of anhydrous potassium carbonate, 2.3 g (15.0 mmoles) of Rongalit and 2.8 g (10.0 mmoles) of 4-bromomethyl-5-chloro-1-methyl-3-trifluoromethyl-1H-pyrazole. The mixture was stirred at room temperature for... Reactants: O.[SH-].[Na+] (sodium hydrosulfide hydrate), ClCC1(CC(=NO1)S(=O)(=O)C)C (5-chloromethyl-5-methyl-3-methylsulfonyl-2-isoxazoline), C([O-])([O-])=O.[K+].[K+] (potassium carbonate), C(O)S(=O)[O-].[Na+] (Rongalit), BrCC=1C(=NN(C1Cl)C)C(F)(F)F (4-bromomethyl-5-chloro-1-methyl-3-trifluoromethyl-1H-pyrazole). Reaction SMILES: O.[SH-].[Na+].[Cl:4][CH2:5][C:6]1([CH3:15])[O:10][N:9]=[C:8]([S:11]([CH3:14])(=O)=O)[CH2:7]1.C(=O)([O-])[O-].[K+].[K+].C(S([O-])=O)O.[Na+].BrC[C:30]1[C:31]([C:37]([F:40])([F:39])[F:38])=[N:32][N:33]([CH3:36])[C:34]=1[Cl:35]>CN(C)C=O.C(OCC)(=O)C.O>[Cl:35][C:34]1[N:33]([CH3:36])[N:32]=[C:31]([C:37]([F:40])([F:39])[F:38])[C:30]=1[CH2:14][S:11][C:8]1[CH2:7][C:6]([CH2:5][Cl:4])([CH3:15])[O:10][N:9]=1 |f:0.1.2,4.5.6,7.8|. Conditions: time 2 hour. The yield is 91.1%. Solvent: C(C)(=O)OCC (ethyl acetate), O (water), CN(C=O)C (N,N-dimethylformamide).